From a dataset of the Open Reaction Database (ORD), a public repository of structured organic reaction records. describe an organic reaction: reactants, conditions, products, and yield Reactants: CC(C)=O, CSc1nnc(C(N)(c2ccc(Cl)cc2)c2ccc3c(c2)c(-c2cccc(Cl)c2)nc2nnnn23)n1C. Product: Cn1cnnc1C(N)(c1ccc(Cl)cc1)c1ccc2c(c1)c(-c1cccc(Cl)c1)nc1nnnn12. Reaction SMILES: [CH3:38][C:39](=[O:40])[CH3:41].[Cl:1][c:2]1[cH:3][c:4](-[c:8]2[n:9][c:10]3[n:11]([c:12]4[cH:13][cH:14][c:15]([C:18]([NH2:19])([c:20]5[n:21][n:22][c:23]([S:26][CH3:27])[n:24]5[CH3:25])[c:28]5[cH:29][cH:30][c:31]([Cl:34])[cH:32][cH:33]5)[cH:16][c:17]24)[n:35][n:36][n:37]3)[cH:5][cH:6][cH:7]1>>[Cl:1][c:2]1[cH:3][c:4](-[c:8]2[n:9][c:10]3[n:11]([c:12]4[cH:13][cH:14][c:15]([C:18]([NH2:19])([c:20]5[n:21][n:22][cH:23][n:24]5[CH3:25])[c:28]5[cH:29][cH:30][c:31]([Cl:34])[cH:32][cH:33]5)[cH:16][c:17]24)[n:35][n:36][n:37]3)[cH:5][cH:6][cH:7]1. The reactants are FC=1C=C(CN2N=CC3=CC(=CC=C23)N)C=CC1 (1-(3-Fluoro-benzyl)-1H-indazol-5-ylamine), ClC=1C2=C(N=CN1)C=NC(=C2)C=2OC(=NN2)C (4-chloro-6-(5-methyl-1,3,4-oxadiazol-2-yl)-pyrido[3,4-d]pyrimidine). Reaction SMILES: [F:1][C:2]1[CH:3]=[C:4]([CH:16]=[CH:17][CH:18]=1)[CH2:5][N:6]1[C:14]2[C:9](=[CH:10][C:11]([NH2:15])=[CH:12][CH:13]=2)[CH:8]=[N:7]1.[Cl:19][C:20]1[C:21]2[CH:29]=[C:28]([C:30]3[O:31][C:32]([CH3:35])=[N:33][N:34]=3)[N:27]=[CH:26][C:22]=2[N:23]=[CH:24][N:25]=1>>[ClH:19].[F:1][C:2]1[CH:3]=[C:4]([CH:16]=[CH:17][CH:18]=1)[CH2:5][N:6]1[C:14]2[C:9](=[CH:10][C:11]([NH:15][C:20]3[C:21]4[CH:29]=[C:28]([C:30]5[O:31][C:32]([CH3:35])=[N:33][N:34]=5)[N:27]=[CH:26][C:22]=4[N:23]=[CH:24][N:25]=3)=[CH:12][CH:13]=2)[CH:8]=[N:7]1 |f:2.3|. Procedure details: Prepared according to Procedure A from 1-(3-Fluoro-benzyl)-1H-indazol-5-ylamine and 4-chloro-6-(5-methyl-1,3,4-oxadiazol-2-yl)-pyrido[3,4-d]pyrimidine; δH [2H6]DMSO 11.50(1H,s), 9.53(1H,s), 9.41(1H,s), 8.94(1H,s), 8.30(2H,s), 7.90(1H,d), 7.80(1H,dd), 7.45(1H,d),7.25(3H,m) 5.80(2H,s), 2.75 (3H,s); m/z (M+1+) 453. Yields the product Cl.FC=1C=C(CN2N=CC3=CC(=CC=C23)NC=2C3=C(N=CN2)C=NC(=C3)C=3OC(=NN3)C)C=CC1 ((1-(3-Fluoro-benzyl)-1H-indazol-5-yl)-(6-(5-methyl-1,3,4-oxadiazol-2-yl)-pyrido[3,4-d]pyrimidin-4-yl)-amine hydrochloride). Starting materials: CC(C)(C)[O-], CI, CS(C)=O, O=C(Nc1ccn(Cc2cc(O)ccc2Cl)n1)c1c(F)cccc1F, [K+]. Reaction SMILES: [CH3:26][C:27]([CH3:28])([O-:29])[CH3:30].[CH3:32][I:33].[CH3:34][S:35]([CH3:36])=[O:37].[Cl:1][c:2]1[c:3]([CH2:9][n:10]2[n:11][c:12]([NH:15][C:16]([c:17]3[c:18]([F:24])[cH:19][cH:20][cH:21][c:22]3[F:23])=[O:25])[cH:13][cH:14]2)[cH:4][c:5]([OH:8])[cH:6][cH:7]1.[K+:31]>>[Cl:1][c:2]1[c:3]([CH2:9][n:10]2[n:11][c:12]([NH:15][C:16]([c:17]3[c:18]([F:24])[cH:19][cH:20][cH:21][c:22]3[F:23])=[O:25])[cH:13][cH:14]2)[cH:4][c:5]([O:8][CH3:26])[cH:6][cH:7]1. The product is COc1ccc(Cl)c(Cn2ccc(NC(=O)c3c(F)cccc3F)n2)c1. The reactants are CC1=C(C=O)C=CC=C1 (2-methylbenzaldehyde), C(CCC(=O)OCC)(=O)OCC (diethyl succinate), CC(C)([O-])C.[K+] (potassium t-butoxide). Solvent: C(C)(C)(C)O (t-butanol). Yields the product CC1=C(\C=C(\C(=O)O)/CC(=O)O)C=CC=C1 ((E)-2-methylbenzylidenesuccinic acid). The yield is 32.7%. Reaction SMILES: CC(C)([O-])C.[K+].[CH3:7][C:8]1[CH:15]=[CH:14][CH:13]=[CH:12][C:9]=1[CH:10]=O.[C:16]([O:25]CC)(=[O:24])[CH2:17][CH2:18][C:19]([O:21]CC)=[O:20]>C(O)(C)(C)C>[CH3:7][C:8]1[CH:15]=[CH:14][CH:13]=[CH:12][C:9]=1/[CH:10]=[C:18](\[CH2:17][C:16]([OH:25])=[O:24])/[C:19]([OH:21])=[O:20] |f:0.1|. Procedure: To a solution of potassium t-butoxide (8.5 g) in t-butanol (100 ml) was added a mixture of 2-methylbenzaldehyde (6.0 g) and diethyl succinate (12.0 g) and the mixture was refluxed for 3 hours. After the solvent was evaporated under reduced pressure, 10% sodium hydroxide solution (100 ml) was added to the resulting residue and the mixture was refluxed for 5 hours. The reaction mixture was acidified with hydrochloric acid under ice-cooling and the precipitated crystals were collected by filtration... The reactants are C1CCOC1, COc1ccc(NC2=C(c3ccccc3)C(=O)NC2=O)cc1, OCCC(F)(F)F, CCOC(=O)N=NC(=O)OCC, c1ccc(P(c2ccccc2)c2ccccc2)cc1. The product is COc1ccc(NC2=C(c3ccccc3)C(=O)N(CCC(F)(F)F)C2=O)cc1. As a reaction SMILES: [CH2:61]1[O:62][CH2:63][CH2:64][CH2:65]1.[CH3:1][O:2][c:3]1[cH:4][cH:5][c:6]([NH:9][C:10]2=[C:14]([c:15]3[cH:16][cH:17][cH:18][cH:19][cH:20]3)[C:13](=[O:21])[NH:12][C:11]2=[O:22])[cH:7][cH:8]1.[F:23][C:24]([CH2:25][CH2:26][OH:27])([F:28])[F:29].[O:30]=[C:31]([O:32][CH2:33][CH3:34])[N:35]=[N:36][C:37]([O:38][CH2:39][CH3:40])=[O:41].[c:42]1([P:43]([c:44]2[cH:45][cH:46][cH:47][cH:48][cH:49]2)[c:50]2[cH:51][cH:52][cH:53][cH:54][cH:55]2)[cH:56][cH:57][cH:58][cH:59][cH:60]1>>[CH3:1][O:2][c:3]1[cH:4][cH:5][c:6]([NH:9][C:10]2=[C:14]([c:15]3[cH:16][cH:17][cH:18][cH:19][cH:20]3)[C:13](=[O:21])[N:12]([CH2:26][CH2:25][C:24]([F:23])([F:28])[F:29])[C:11]2=[O:22])[cH:7][cH:8]1. Reactants: COC([C@@H](NC(C1=C(C=C(C=C1)CN=[N+]=[N-])C1=CC=CC=C1)=O)CCSC)=O ([4-Azidomethyl-2-phenylbenzoyl]methionine Methyl Ester), C1(=CC=CC=C1)P(C1=CC=CC=C1)C1=CC=CC=C1 (triphenylphosphine), O (water). Run in C1CCOC1 (THF). Run at time 18 hour. The product is N.C(C)(=O)OCC (ammonia ethyl acetate), COC([C@@H](NC(C1=C(C=C(C=C1)CN)C1=CC=CC=C1)=O)CCSC)=O ([4-Aminomethyl-2-phenylbenzoyl]methionine Methyl Ester). Isolated yield 193.3%. As a reaction SMILES: [CH3:1][O:2][C:3](=[O:28])[C@H:4]([CH2:24][CH2:25][S:26][CH3:27])[NH:5][C:6](=[O:23])[C:7]1[CH:12]=[CH:11][C:10]([CH2:13][N:14]=[N+]=[N-])=[CH:9][C:8]=1[C:17]1[CH:22]=[CH:21][CH:20]=[CH:19][CH:18]=1.[C:29]1(P(C2C=CC=CC=2)C2C=CC=CC=2)C=CC=CC=1.O>C1COCC1>[NH3:5].[C:3]([O:2][CH2:1][CH3:29])(=[O:28])[CH3:4].[CH3:1][O:2][C:3](=[O:28])[C@H:4]([CH2:24][CH2:25][S:26][CH3:27])[NH:5][C:6](=[O:23])[C:7]1[CH:12]=[CH:11][C:10]([CH2:13][NH2:14])=[CH:9][C:8]=1[C:17]1[CH:22]=[CH:21][CH:20]=[CH:19][CH:18]=1 |f:4.5|. Procedure details: A solution of the product of Example 332B (1.00 g, 2.5 mmol) and triphenylphosphine (0.98 g, 3.75 mmol) in THF (10 mL) was heated at reflux for 4 hours. The reaction mixture was cooled to ambient temperature, water (0.45 mL) was added, and the reaction mixture was stirred for 18 hours. The reaction mixture was concentrated in vacuo and the residue was partitioned between water and ethyl acetate. The organic phase was washed with brine, dried over sodium sulfate, filtered and concentrated in vacu...